Dataset: the Open Reaction Database (ORD), a public repository of structured organic reaction records. Task: describe an organic reaction: reactants, conditions, products, and yield Reactants: C([O-])([O-])=O.[K+].[K+] (potassium carbonate), F (hydrogen fluoride), N(C(=O)C)C1=C2C=C[C@H]3[C@@H]4CCC([C@@]4(C)CC[C@@H]3[C@]2(C2[C@H](C1=O)O2)C)=O (4-acetamino-1,2α-epoxy-androsta-4,6-diene-3,17-dione), F.O1CCCC1 (hydrogen fluoride tetrahydrofuran), steroid, C(C[*:2])[*:1] (polyethylene), epoxide. Solvent: C(Cl)(Cl)Cl (chloroform), C(Cl)(Cl)Cl (chloroform), C(Cl)(Cl)Cl (chloroform), O1CCCC1 (tetrahydrofuran), C(Cl)(Cl)Cl (chloroform). Run at temperature -60 celsius. Yields the product C(C)(=O)NC1=C2C=C[C@H]3[C@@H]4CCC([C@@]4(C)CC[C@@H]3[C@]2(C=C(C1=O)F)C)=O (4-acetylamino-2-fluoroandrosta-1,4,6-triene-3,17-dione). Isolated yield 70.0%. RXN SMILES: [FH:1].[NH:2]([C:6]1[C:23](=[O:24])[C@@H:22]2O[CH:21]2[C@@:20]2([CH3:26])[C:7]=1[CH:8]=[CH:9][C@@H:10]1[C@@H:19]2[CH2:18][CH2:17][C@@:15]2([CH3:16])[C@H:11]1[CH2:12][CH2:13][C:14]2=[O:27])[C:3]([CH3:5])=[O:4].F.O1CCCC1.C(=O)([O-])[O-].[K+].[K+]>O1CCCC1.C(Cl)(Cl)Cl>[C:3]([NH:2][C:6]1[C:23](=[O:24])[C:22]([F:1])=[CH:21][C@@:20]2([CH3:26])[C:7]=1[CH:8]=[CH:9][C@@H:10]1[C@@H:19]2[CH2:18][CH2:17][C@@:15]2([CH3:16])[C@H:11]1[CH2:12][CH2:13][C:14]2=[O:27])(=[O:4])[CH3:5] |f:2.3,4.5.6|. Reported procedure: To a solution of anhydrous hydrogen fluoride (6 g) in tetrahydrofuran (11.8 g) and chloroform (6 ml) contained in a screw-capped polyethylene bottle chilled to about -60° C. was added a solution of 4-acetamino-1,2α-epoxy-androsta-4,6-diene-3,17-dione (3.554 g, 10 mmol) in chloroform (30 ml) likewise chilled to about -60° C. The hydrogen fluoride-tetrahydrofuran reagent was immersed in an acetone-dry ice bath while the steroid was being added. Additional chloroform (6 ml) was used to aid the tran... Starting materials: COc1ccc(CO)cc1C, ClC(Cl)(Cl)C(Cl)(Cl)Cl, ClCCl, c1ccc(P(c2ccccc2)c2ccccc2)cc1. Product: COc1ccc(CCl)cc1C. Reaction SMILES: [CH3:1][O:2][c:3]1[c:4]([CH3:11])[cH:5][c:6]([CH2:9][OH:10])[cH:7][cH:8]1.[Cl:12][C:13]([C:14]([Cl:15])([Cl:16])[Cl:17])([Cl:18])[Cl:19].[Cl:39][CH2:40][Cl:41].[c:20]1([P:21]([c:22]2[cH:23][cH:24][cH:25][cH:26][cH:27]2)[c:28]2[cH:29][cH:30][cH:31][cH:32][cH:33]2)[cH:34][cH:35][cH:36][cH:37][cH:38]1>>[CH3:1][O:2][c:3]1[c:4]([CH3:11])[cH:5][c:6]([CH2:9][Cl:12])[cH:7][cH:8]1.